From a dataset of the Open Reaction Database (ORD), a public repository of structured organic reaction records. describe an organic reaction: reactants, conditions, products, and yield Reaction SMILES: [C:1]1([C:7]([NH:12][CH3:13])([CH2:10][CH3:11])[CH2:8][OH:9])[CH:6]=[CH:5][CH:4]=[CH:3][CH:2]=1.[CH3:14][O:15][C:16]1[CH:17]=[C:18]([CH2:26]Cl)[CH:19]=[C:20]([O:24][CH3:25])[C:21]=1[O:22][CH3:23]>>[CH3:25][O:24][C:20]1[CH:19]=[C:18]([CH:17]=[C:16]([O:15][CH3:14])[C:21]=1[O:22][CH3:23])[CH2:26][O:9][CH2:8][C:7]([NH:12][CH3:13])([C:1]1[CH:6]=[CH:5][CH:4]=[CH:3][CH:2]=1)[CH2:10][CH3:11]. The product is COC=1C=C(COCC(CC)(C2=CC=CC=C2)NC)C=C(C1OC)OC (1-[(3,4,5-trimethoxy)benzyloxymethyl]-1-phenyl-N-methyl-n-propylamine). Starting materials: C1(=CC=CC=C1)C(CO)(CC)NC (2-phenyl-2-methylamino-1-butanol), COC=1C=C(C=C(C1OC)OC)CCl (3,4,5-trimethoxy-α-chlorotoluene). Procedure details: Prepared by the process of Example 3 from 2-phenyl-2-methylamino-1-butanol and from 3,4,5-trimethoxy-α-chlorotoluene; the product is obtained in the form of a colourless and viscous oil which is analytically pure and appropriate. The reactants are COC(=O)c1ccc(CC(C=Cc2ccccc2O)CCc2ccc(C#N)cc2)cc1, O=C([O-])[O-], CC#N, Clc1ccccc1CBr, [K+], [K+]. Product: COC(=O)c1ccc(CC(C=Cc2ccccc2OCc2ccccc2Cl)CCc2ccc(C#N)cc2)cc1. As a reaction SMILES: [C:1](#[N:2])[c:3]1[cH:4][cH:5][c:6]([CH2:9][CH2:10][CH:11]([CH2:12][c:13]2[cH:14][cH:15][c:16]([C:17](=[O:18])[O:19][CH3:20])[cH:21][cH:22]2)[CH:23]=[CH:24][c:25]2[c:26]([OH:31])[cH:27][cH:28][cH:29][cH:30]2)[cH:7][cH:8]1.[C:41](=[O:42])([O-:43])[O-:44].[CH3:47][C:48]#[N:49].[Cl:32][c:33]1[c:34]([CH2:35][Br:36])[cH:37][cH:38][cH:39][cH:40]1.[K+:45].[K+:46]>>[C:1](#[N:2])[c:3]1[cH:4][cH:5][c:6]([CH2:9][CH2:10][CH:11]([CH2:12][c:13]2[cH:14][cH:15][c:16]([C:17](=[O:18])[O:19][CH3:20])[cH:21][cH:22]2)[CH:23]=[CH:24][c:25]2[c:26]([O:31][CH2:35][c:34]3[c:33]([Cl:32])[cH:40][cH:39][cH:38][cH:37]3)[cH:27][cH:28][cH:29][cH:30]2)[cH:7][cH:8]1. Yields the product CC=1N=CC=2CCN(C3=C(C2N1)C=CC=C3)C(C3=CC=C(C=C3)N)=O (6,7-Dihydro-2-methyl-7-(4-aminobenzoyl)-5H-pyrimido-[5,4-d][1]benzazepine). Reactants: CC=1N=CC=2CCN(C3=C(C2N1)C=CC=C3)C(C3=CC=C(C=C3)[N+](=O)[O-])=O (6,7-dihydro-2-methyl-7-(4-nitrobenzoyl)-5H-pyrimido[5,4-d][l]benzazepine), NN (hydrazine). Reported procedure: A mixture of 400 mg of 6,7-dihydro-2-methyl-7-(4-nitrobenzoyl)-5H-pyrimido[5,4-d][l]benzazepine, 87 μl of anhydrous hydrazine and 40 mg of 10% Pd/C in 22 ml of ethyl alcohol is heated at reflux for 1.25 hours, filtered through diatomaceous earth and the pad washed well with methyl alcohol. The combined filtrates are evaporated in vacuo to a residue which is dissolved in ethyl acetate and filtered through a pad of hydrous magnesium silicate and the filtrate concentrated in vacuo to a residue whic... Reagents/catalysts: [Pd] (Pd/C). Reaction SMILES: [CH3:1][C:2]1[N:3]=[CH:4][C:5]2[CH2:6][CH2:7][N:8]([C:17](=[O:27])[C:18]3[CH:23]=[CH:22][C:21]([N+:24]([O-])=O)=[CH:20][CH:19]=3)[C:9]3[CH:16]=[CH:15][CH:14]=[CH:13][C:10]=3[C:11]=2[N:12]=1.NN>C(O)C.[Pd]>[CH3:1][C:2]1[N:3]=[CH:4][C:5]2[CH2:6][CH2:7][N:8]([C:17](=[O:27])[C:18]3[CH:19]=[CH:20][C:21]([NH2:24])=[CH:22][CH:23]=3)[C:9]3[CH:16]=[CH:15][CH:14]=[CH:13][C:10]=3[C:11]=2[N:12]=1. Yield: 90.0%. Solvent: C(C)O (ethyl alcohol). Starting materials: CN1CCOCC1 (N-Methylmorpholine), C(C)(C)(C)OC(=O)N[C@H](C(=O)O)[C@@H](C)OC ((2S,3R)-2-((tert-butoxycarbonyl)amino)-3-methoxybutanoic acid), ClC(=O)OCC(C)C (isobutyl chloroformate), CN1CCOCC1 (N-methylmorpholine), [BH4-].[Na+] (sodium borohydride). Solvent: O (water), O (water), C1CCOC1 (THF). Run at temperature -30 celsius, time 15 minute. Product: C(C)(C)(C)OC(N[C@H](CO)[C@@H](C)OC)=O (tert-butyl((2R,3R)-1-hydroxy-3-methoxybutan-2-yl)carbamate). Isolated yield 85.0%. RXN SMILES: [C:1]([O:5][C:6]([NH:8][C@@H:9]([C@H:13]([O:15][CH3:16])[CH3:14])[C:10](O)=[O:11])=[O:7])([CH3:4])([CH3:3])[CH3:2].ClC(OCC(C)C)=O.CN1CCOCC1.[BH4-].[Na+]>C1COCC1.O>[C:1]([O:5][C:6](=[O:7])[NH:8][C@@H:9]([C@H:13]([O:15][CH3:16])[CH3:14])[CH2:10][OH:11])([CH3:2])([CH3:4])[CH3:3] |f:3.4|. Reported procedure: To a round bottom flask containing a stir bar and (2S,3R)-2-((tert-butoxycarbonyl)amino)-3-methoxybutanoic acid (2.5 g, 10.7 mmol) in THF (80 mL) under nitrogen was cooled to −30° C. in a dry ice/acetone bath. To this cold solution was added isobutyl chloroformate (1.7 mL, 12.9 mmol) followed by the addition of N-methylmorpholine (1.4 mL, 12.9 mmol). Mixture was stirred for 15 min at −30° C. N-Methylmorpholine salt develops and was filtered from mixture. Mother liquor was cooled to −30° C. where... The reactants are CC(C)([O-])C.[K+] (Potassium t-butoxide), C(CC)C1=C(C=CC=C1)O (2-propyl-phenol), C(C)OC(C=C(C)Cl)=O (3-chloro-but-2-enoic acid ethyl ester). Run in O1CCCC1 (tetrahydrofuran), O1CCCC1 (tetrahydrofuran). Run at temperature 23 celsius. The product is C(C)OC(\C=C(/C)\OC1=C(C=CC=C1)CCC)=O ((E)-3-(2-propyl-phenoxy)-but-2-enoic acid ethyl ester). Isolated yield 41.9%. RXN SMILES: CC(C)([O-])C.[K+].[CH2:7]([C:10]1[CH:15]=[CH:14][CH:13]=[CH:12][C:11]=1[OH:16])[CH2:8][CH3:9].[CH2:17]([O:19][C:20](=[O:25])[CH:21]=[C:22](Cl)[CH3:23])[CH3:18]>O1CCCC1>[CH2:17]([O:19][C:20](=[O:25])/[CH:21]=[C:22](/[O:16][C:11]1[CH:12]=[CH:13][CH:14]=[CH:15][C:10]=1[CH2:7][CH2:8][CH3:9])\[CH3:23])[CH3:18] |f:0.1|. Procedure details: Potassium t-butoxide (11.2 g, 0.100 mol) was added to a stirred solution of 2-propyl-phenol (6.90 g, 0.051 mol) in tetrahydrofuran (40 mL) at 23° C. under nitrogen and the reaction mixture was heated to reflux for 0.75 h. The reaction mixture was cooled to 23° C. and a solution of 3-chloro-but-2-enoic acid ethyl ester (prepared as in Example 191, 7.50 g, 0.050 mol) in tetrahydrofuran (40 mL) was added to the reaction mixture. The reaction mixture was refluxed for an additional 3 h. After this ti... Reactants: C1(=CC=CC2=CC=CC=C12)OCCCCCCCCN1C(C=2C(C1=O)=CC=CC2)=O (N-[8-(1-naphthyloxy)octyl]phthalimide), O.NN (hydrazine hydrate). Solvent: C(C)O (ethanol). The product is NCCCCCCCCOC1=CC=CC2=CC=CC=C12 (1-Amino-8-(1-naphthyloxy)octane). RXN SMILES: [C:1]1([O:11][CH2:12][CH2:13][CH2:14][CH2:15][CH2:16][CH2:17][CH2:18][CH2:19][N:20]2C(=O)C3=CC=CC=C3C2=O)[C:10]2[C:5](=[CH:6][CH:7]=[CH:8][CH:9]=2)[CH:4]=[CH:3][CH:2]=1.O.NN>C(O)C>[NH2:20][CH2:19][CH2:18][CH2:17][CH2:16][CH2:15][CH2:14][CH2:13][CH2:12][O:11][C:1]1[C:10]2[C:5](=[CH:6][CH:7]=[CH:8][CH:9]=2)[CH:4]=[CH:3][CH:2]=1 |f:1.2|. Reported procedure: A solution of 10.0 g N-[8-(1-naphthyloxy)octyl]phthalimide, prepared as above, and 200 ml of ethanol and 3.2 ml of hydrazine hydrate was refluxed for 18 hours. The solution was evaporated to about 100 ml, and diluted with 200 ml of water, then basified with aqueous potassium hydroxide and extracted with hexane. The extract was washed, dried and evaporated to give the title compound as an oil which was converted to the hydrochloride, mp 90.5°-92°. Starting materials: ClC=1C=C(C=CC1)NC1=NC=NC(=N1)Cl ((3-chlorophenyl)-(4-chloro-[1,3,5]triazin-2-yl)amine), CCN(C(C)C)C(C)C (DIEA), NC=1C=C(C=CC1)NC(C=C)=O (N-(3-aminophenyl)acrylamide). Conditions: temperature 100 celsius. Product: ClC=1C=C(C=CC1)NC1=NC(=NC=N1)NC=1C=C(C=CC1)NC(C=C)=O (N-{3-[4-(3-chlorophenylamino)-[1,3,5]triazin-2-ylamino]-phenyl}-acrylamide). RXN SMILES: [Cl:1][C:2]1[CH:3]=[C:4]([NH:8][C:9]2[N:14]=[C:13](Cl)[N:12]=[CH:11][N:10]=2)[CH:5]=[CH:6][CH:7]=1.CCN(C(C)C)C(C)C.[NH2:25][C:26]1[CH:27]=[C:28]([NH:32][C:33](=[O:36])[CH:34]=[CH2:35])[CH:29]=[CH:30][CH:31]=1>>[Cl:1][C:2]1[CH:3]=[C:4]([NH:8][C:9]2[N:10]=[CH:11][N:12]=[C:13]([NH:25][C:26]3[CH:27]=[C:28]([NH:32][C:33](=[O:36])[CH:34]=[CH2:35])[CH:29]=[CH:30][CH:31]=3)[N:14]=2)[CH:5]=[CH:6][CH:7]=1. Reported procedure: To a slurry of (3-chlorophenyl)-(4-chloro-[1,3,5]triazin-2-yl)amine (Step 1) (80.0 mg, 0.332 mmol) in IpOH (2.5 ml) was added DIEA (0.087 mL, 0.50 mmol) and N-(3-aminophenyl)acrylamide (59.2 mg, 0.365 mmol). The mix was heated at 100° C. for 18 h. The solution was then cooled to RT. A precipitate fell out of solution, was filtered off and dried under reduced pressure to give N-{3-[4-(3-chlorophenylamino)-[1,3,5]triazin-2-ylamino]-phenyl}-acrylamide: MS m/z=367[M+H]. Calc'd for C18H15ClN6O: 366.1...